This data is from the Open Reaction Database (ORD), a public repository of structured organic reaction records. The task is: describe an organic reaction: reactants, conditions, products, and yield Reactants: CCCCOCCOc1ccc(-c2ccc3c(c2)C=C(C(=O)O)CCCN3CC(C)C)cc1, CCCn1cncc1CSc1ccc(N)cc1C, CN(C)C=O, C1CCOC1, O, O=S(Cl)Cl, c1ccncc1. Yields the product CCCCOCCOc1ccc(-c2ccc3c(c2)C=C(C(=O)Nc2ccc(SCc4cncn4CCC)c(C)c2)CCCN3CC(C)C)cc1. Reaction SMILES: [CH2:1]([CH2:2][CH2:3][CH3:4])[O:5][CH2:6][CH2:7][O:8][c:9]1[cH:10][cH:11][c:12](-[c:15]2[cH:16][cH:17][c:18]3[c:19]([cH:33]2)[CH:20]=[C:21]([C:30](=[O:31])[OH:32])[CH2:22][CH2:23][CH2:24][N:25]3[CH2:26][CH:27]([CH3:28])[CH3:29])[cH:13][cH:14]1.[CH3:43][c:44]1[cH:45][c:46]([NH2:47])[cH:48][cH:49][c:50]1[S:51][CH2:52][c:53]1[cH:54][n:55][cH:56][n:57]1[CH2:58][CH2:59][CH3:60].[O:34]=[CH:35][N:36]([CH3:37])[CH3:38].[O:61]1[CH2:62][CH2:63][CH2:64][CH2:65]1.[OH2:72].[S:39]([Cl:40])([Cl:41])=[O:42].[cH:66]1[cH:67][cH:68][n:69][cH:70][cH:71]1>>[CH2:1]([CH2:2][CH2:3][CH3:4])[O:5][CH2:6][CH2:7][O:8][c:9]1[cH:10][cH:11][c:12](-[c:15]2[cH:16][cH:17][c:18]3[c:19]([cH:33]2)[CH:20]=[C:21]([C:30](=[O:31])[NH:47][c:46]2[cH:45][c:44]([CH3:43])[c:50]([S:51][CH2:52][c:53]4[cH:54][n:55][cH:56][n:57]4[CH2:58][CH2:59][CH3:60])[cH:49][cH:48]2)[CH2:22][CH2:23][CH2:24][N:25]3[CH2:26][CH:27]([CH3:28])[CH3:29])[cH:13][cH:14]1. The reactants are FC1=CC2=C(C(CC3=C(S2)C=CC=C3)Cl)C=C1F (7,8-difluoro-10-chloro-10,11-dihydrodibenzo(b,f)thiepine), CN1CCNCC1 (1-methylpiperazine). The solvent is C(Cl)(Cl)Cl (chloroform). Yields the product FC1=CC2=C(C(CC3=C(S2)C=CC=C3)N3CCN(CC3)C)C=C1F (7,8-Difluoro-10-(4 -methylpiperazino)-10,11-dihydrodibenzo(b,f)thiepine). As a reaction SMILES: [F:1][C:2]1[C:17]([F:18])=[CH:16][C:5]2[CH:6](Cl)[CH2:7][C:8]3[CH:14]=[CH:13][CH:12]=[CH:11][C:9]=3[S:10][C:4]=2[CH:3]=1.[CH3:19][N:20]1[CH2:25][CH2:24][NH:23][CH2:22][CH2:21]1>C(Cl)(Cl)Cl>[F:1][C:2]1[C:17]([F:18])=[CH:16][C:5]2[CH:6]([N:23]3[CH2:24][CH2:25][N:20]([CH3:19])[CH2:21][CH2:22]3)[CH2:7][C:8]3[CH:14]=[CH:13][CH:12]=[CH:11][C:9]=3[S:10][C:4]=2[CH:3]=1. Procedure: A mixture of 7,8-difluoro-10-chloro-10,11-dihydrodibenzo(b,f)thiepine (5.08 g), 1-methylpiperazine (4 ml) and chloroform (5 ml) was refluxed for 7 hours. Chloroform was evaporated and the residue shaken with water and benzene. The organic layer was washed with water and shaken with dilute (1:2) hydrochlorid acid (50 ml). The formed suspension was filtered and the thus-obtained solid hydrochloride added to the aqueous layer of the filtrate. Addition of 15% sodium hydroxide solution liberated the ... Starting materials: C(C1=CC=CC=C1)OC=1C=C(C2=C(NC(CO2)=O)C1)C(C(O)OCC)=O (6-benzyloxy-8-(2-ethoxy-2-hydroxy-acetyl)-4H-benzo[1,4]oxazin-3-one), [BH4-].[Li+] (lithium borohydride), NC(CCN1C(OC(C2=C1C=C(C=C2)F)(CC)CC)=O)(C)C (1-(3-amino-3-methyl-butyl)-4,4-diethyl-7-fluoro-1,4-dihydro-benzo[d][1,3]oxazin-2-one), C1CCOC1 (THF). Solvent: O (water), ClCCl (dichloromethane). Run at temperature 5 celsius, time 1 hour. Product: C(C1=CC=CC=C1)OC=1C=C(C2=C(NC(CO2)=O)C1)C(CNC(CCN1C(OC(C2=C1C=C(C=C2)F)(CC)CC)=O)(C)C)O (1-{3-[2-(6-benzyloxy-3-oxo-3,4-dihydro-2H-benzo[1,4]oxazin-8-yl)-2-hydroxy-ethylamino]-3-methyl-butyl}-4,4-diethyl-7-fluoro-1,4-dihydro-benzo[d][1,3]oxazin-2-one). As a reaction SMILES: [CH2:1]([O:8][C:9]1[CH:10]=[C:11]([C:20](=[O:26])[CH:21](OCC)O)[C:12]2[O:17][CH2:16][C:15](=[O:18])[NH:14][C:13]=2[CH:19]=1)[C:2]1[CH:7]=[CH:6][CH:5]=[CH:4][CH:3]=1.[NH2:27][C:28]([CH3:48])([CH3:47])[CH2:29][CH2:30][N:31]1[C:36]2[CH:37]=[C:38]([F:41])[CH:39]=[CH:40][C:35]=2[C:34]([CH2:44][CH3:45])([CH2:42][CH3:43])[O:33][C:32]1=[O:46].C1COCC1.[BH4-].[Li+]>O.ClCCl>[CH2:1]([O:8][C:9]1[CH:10]=[C:11]([CH:20]([OH:26])[CH2:21][NH:27][C:28]([CH3:48])([CH3:47])[CH2:29][CH2:30][N:31]2[C:36]3[CH:37]=[C:38]([F:41])[CH:39]=[CH:40][C:35]=3[C:34]([CH2:44][CH3:45])([CH2:42][CH3:43])[O:33][C:32]2=[O:46])[C:12]2[O:17][CH2:16][C:15](=[O:18])[NH:14][C:13]=2[CH:19]=1)[C:2]1[CH:3]=[CH:4][CH:5]=[CH:6][CH:7]=1 |f:3.4|. Reported procedure: A solution of 232 mg (0.649 mmol) 6-benzyloxy-8-(2-ethoxy-2-hydroxy-acetyl)-4H-benzo[1,4]oxazin-3-one and 200 mg (0.649 mmol) 1-(3-amino-3-methyl-butyl)-4,4-diethyl-7-fluoro-1,4-dihydro-benzo[d][1,3]oxazin-2-one in abs. THF (5 mL) is stirred for 2.5 h at RT. The mixture is cooled to 5° C., combined with 60 mg (2.755 mmol) lithium borohydride, heated to RT and stirred for 1 h. The mixture is again cooled to 5° C. and slowly diluted with 15 ml water and 20 mL dichloromethane. The phases are separa...